From a dataset of the Open Reaction Database (ORD), a public repository of structured organic reaction records. describe an organic reaction: reactants, conditions, products, and yield Reactants: Cl (HCl), BrC=1C=CC(N(C1)C)=O (5-Bromo-1-methyl-2(1H)-pyridone), C(=C)OCCCC (n-butyl vinyl ether), C([O-])([O-])=O.[K+].[K+] (potassium carbonate). Reagents/catalysts: CC(=O)[O-].CC(=O)[O-].[Pd+2] (Pd(OAc)2), C1(=CC=CC=C1)P(CCCP(C1=CC=CC=C1)C1=CC=CC=C1)C1=CC=CC=C1 (1,3-bis(diphenylphosphino)propane). Run in CC(C)O (IPA), CN(C)C=O (DMF). Run at temperature 80 celsius, time 3 hour. Yields the product C(C)(=O)C=1C=CC(N(C1)C)=O (5-acetyl-1-methyl-2(1H)-pyridone). The yield is 106.1%. RXN SMILES: Br[C:2]1[CH:3]=[CH:4][C:5](=[O:9])[N:6]([CH3:8])[CH:7]=1.[CH:10]([O:12]CCCC)=[CH2:11].C(=O)([O-])[O-].[K+].[K+].Cl>CN(C=O)C.CC([O-])=O.CC([O-])=O.[Pd+2].C1(P(C2C=CC=CC=2)CCCP(C2C=CC=CC=2)C2C=CC=CC=2)C=CC=CC=1.CC(O)C>[C:10]([C:2]1[CH:3]=[CH:4][C:5](=[O:9])[N:6]([CH3:8])[CH:7]=1)(=[O:12])[CH3:11] |f:2.3.4,7.8.9|. Procedure details: 5-Bromo-1-methyl-2(1H)-pyridone (150 g) was dissolved in DMF (1500 ml). To the solution were added 1,3-bis(diphenylphosphino)propane (21.7 g), n-butyl vinyl ether (400 g), and 3M aq. potassium carbonate (262.5 ml) and Pd(OAc)2 (10.2 g). The mixture was heated at 80° C. and stirred for 3 hours at the same temperature. The reaction mixture was cooled to 25-30° C. and poured to 1N HCl (1485 ml). The mixture was stirred for 2 hours at 30-40° C. The solution was extracted with EtOAc (1500 ml, three t... Starting materials: BrC1=CC(=C(C=C1F)C(=NO)C1=CC=NC=C1)F ((4-bromo-2,5-difluorophenyl)(4-pyridinyl)methanone oxime), BrC1=CC(=C(C=C1F)C(=NO)C1=CC=NC=C1)F ((4-bromo-2,5-difluorophenyl)(4-pyridinyl)methanone oxime), N12CCCCCC2=NCCC1 (1,8-diazabicyclo[5.4.0]undec-7-ene). Run in O1CCCC1 (tetrahydrofuran). The product is BrC1=CC2=C(C(=NO2)C2=CC=NC=C2)C=C1F (6-Bromo-5-fluoro-3-(4-pyridinyl)-1,2-benzisoxazole). The yield is 27.6%. As a reaction SMILES: [Br:1][C:2]1[C:7]([F:8])=[CH:6][C:5]([C:9]([C:12]2[CH:17]=[CH:16][N:15]=[CH:14][CH:13]=2)=[N:10][OH:11])=[C:4](F)[CH:3]=1.N12CCCN=C1CCCCC2>O1CCCC1>[Br:1][C:2]1[C:7]([F:8])=[CH:6][C:5]2[C:9]([C:12]3[CH:17]=[CH:16][N:15]=[CH:14][CH:13]=3)=[N:10][O:11][C:4]=2[CH:3]=1. Reported procedure: A solution of Z/E (4-bromo-2,5-difluorophenyl)(4-pyridinyl)methanone oxime (Intermediate 5, 124 mg) and 1,8-diazabicyclo[5.4.0]undec-7-ene (40 mg) in tetrahydrofuran (1.5 ml) was heated at 150° C. in a microwave oven for 30 min. The solvent was removed under vacuum and the residue was triturated with a small quantity of methanol to give the title compound as a cream coloured solid (32 mg).